From a dataset of the Open Reaction Database (ORD), a public repository of structured organic reaction records. describe an organic reaction: reactants, conditions, products, and yield Reaction SMILES: [CH2:1]([c:2]1[cH:3][cH:4][cH:5][cH:6][cH:7]1)[O:8][NH:9][C:10](=[O:11])[CH:12]([CH2:13][CH2:14][CH2:15][c:16]1[cH:17][cH:18][cH:19][cH:20][cH:21]1)[CH:22]([C:23](=[O:24])[NH:25][N:26]1[C:27](=[O:32])[NH:28][CH2:29][C:30]1=[O:31])[CH2:33][CH:34]([CH3:35])[CH3:36].[CH3:37][OH:38]>>[OH:8][NH:9][C:10](=[O:11])[CH:12]([CH2:13][CH2:14][CH2:15][c:16]1[cH:17][cH:18][cH:19][cH:20][cH:21]1)[CH:22]([C:23](=[O:24])[NH:25][N:26]1[C:27](=[O:32])[NH:28][CH2:29][C:30]1=[O:31])[CH2:33][CH:34]([CH3:35])[CH3:36]. Yields the product CC(C)CC(C(=O)NN1C(=O)CNC1=O)C(CCCc1ccccc1)C(=O)NO. Starting materials: CC(C)CC(C(=O)NN1C(=O)CNC1=O)C(CCCc1ccccc1)C(=O)NOCc1ccccc1, CO. Starting materials: C(C)(CC)P (sec.-butyl phosphine), CCCCCCC=C (octene-1), C=CCCCCCC (octene). Run at temperature 80 celsius. The product is C(C)(CC)P(CCCCCCCC)CCCCCCCC (sec.-butyl-di-n-octyl phosphine). RXN SMILES: [CH:1]([PH2:5])([CH2:3][CH3:4])[CH3:2].[CH2:6]=[CH:7][CH2:8][CH2:9][CH2:10][CH2:11][CH2:12][CH3:13]>>[CH:1]([P:5]([CH2:6][CH2:7][CH2:8][CH2:9][CH2:10][CH2:11][CH2:12][CH3:13])[CH2:6][CH2:7][CH2:8][CH2:9][CH2:10][CH2:11][CH2:12][CH3:13])([CH2:3][CH3:4])[CH3:2]. Procedure: 75 g (0.8 mol) sec.-butyl phosphine, 900 ml (5.2 mol) octene-1 and 1.8 g (11 millimol) ABIN were placed in a 2-liter flask with stirrer, reflux condenser and dropping funnel, and heated to 80° C. Next, a solution of 6.2 g ABIN in 400 ml octene was added dropwise within 3 hours. The temperature was maintained at 80°-85° C. over a period of 8 hours, and the reaction product was ultimately distilled under reduced pressure. Low boiling matter was removed and 190 g of a liquid colorless product was o... Reactants: Cl.NO (hydroxylamine hydrochloride), C[O-].[Na+] (sodium methoxide), [N+](=O)([O-])C1=CC=C(C=CC#N)C=C1 (p-Nitrocinnamonitrile). Solvent: NO (hydroxylamine). Conditions: time 8 hour. Product: [N+](=O)([O-])C1=CC=C(C=CC(N)=NO)C=C1 (p-nitrocinnamamidoxime). Reaction SMILES: [N+:1]([C:4]1[CH:13]=[CH:12][C:7]([CH:8]=[CH:9][C:10]#[N:11])=[CH:6][CH:5]=1)([O-:3])=[O:2].Cl.[NH2:15][OH:16].C[O-].[Na+]>NO>[N+:1]([C:4]1[CH:5]=[CH:6][C:7]([CH:8]=[CH:9][C:10](=[N:15][OH:16])[NH2:11])=[CH:12][CH:13]=1)([O-:3])=[O:2] |f:1.2,3.4|. Reported procedure: p-Nitrocinnamonitrile (8.12 g.) was added at 30° 35° to an anhydrous methanolic hydroxylamine solution (320 ml.) prepared by neutralising hydroxylamine hydrochloride (13.00 g.) with methanolic sodium methoxide. The solution was refluxed for 2.5 hr. and left overnight. Removal of the solvent and washing with water left the crude amidoxime, 7.07 g. (74%), m.p. 184-185° (decomp.). Recrystallisation of a sample from ethanol gave p-nitrocinnamamidoxime as yellow needles, m.p. 184° -186° , λmax. (EtOH... Reactants: BrCCCc1ccccc1, O=C([O-])[O-], CCOC(=O)C1=C(c2ccccc2)c2ccc(O)cc2C1=O, CN(C)C=O, [I-], [K+], [K+], [Na+]. Product: CCOC(=O)C1=C(c2ccccc2)c2ccc(OCCCc3ccccc3)cc2C1=O. RXN SMILES: [Br:31][CH2:32][CH2:33][CH2:34][c:35]1[cH:36][cH:37][cH:38][cH:39][cH:40]1.[C:23](=[O:24])([O-:25])[O-:26].[CH2:1]([CH3:2])[O:3][C:4](=[O:5])[C:6]1=[C:14]([c:15]2[cH:16][cH:17][cH:18][cH:19][cH:20]2)[c:13]2[c:8]([cH:9][c:10]([OH:21])[cH:11][cH:12]2)[C:7]1=[O:22].[CH3:41][N:42]([CH3:43])[CH:44]=[O:45].[I-:30].[K+:27].[K+:28].[Na+:29]>>[CH2:1]([CH3:2])[O:3][C:4](=[O:5])[C:6]1=[C:14]([c:15]2[cH:16][cH:17][cH:18][cH:19][cH:20]2)[c:13]2[c:8]([cH:9][c:10]([O:21][CH2:32][CH2:33][CH2:34][c:35]3[cH:36][cH:37][cH:38][cH:39][cH:40]3)[cH:11][cH:12]2)[C:7]1=[O:22]. Starting materials: FC=1C=C([C@@H](C(=O)O)O)C=C(C1)F ((S)-3,5-difluoromandelic acid), Cl.N[C@@H](C)C(=O)NN1C2=C(C3=C(C(C1=O)C)C=CC(=C3)F)C=CC=C2 (5-(L-Alaninyl)amino-10-fluoro-7-methyl-5,7-dihydro-6H-dibenz[b,d]azepin-6-one Hydrochloride). Run in CO.C(Cl)(Cl)Cl (MeOH CHCl3). The product is FC=1C=C([C@@H](C(=O)N[C@@H](C)C(=O)NN2C3=C(C4=C(C(C2=O)C)C=CC(=C4)F)C=CC=C3)O)C=C(C1)F (5-{N′—[(S)-3,5-Difluoromandelyl]-L-alaninyl}amino-10-fluoro-7-methyl-5,7-dihydro-6H-dibenz[b,d]azepin-6-one). Reaction SMILES: [F:1][C:2]1[CH:3]=[C:4]([CH:10]=[C:11]([F:13])[CH:12]=1)[C@H:5]([OH:9])[C:6]([OH:8])=O.Cl.[NH2:15][C@H:16]([C:18]([NH:20][N:21]1[C:27](=[O:28])[CH:26]([CH3:29])[C:25]2[CH:30]=[CH:31][C:32]([F:34])=[CH:33][C:24]=2[C:23]2[CH:35]=[CH:36][CH:37]=[CH:38][C:22]1=2)=[O:19])[CH3:17]>CO.C(Cl)(Cl)Cl>[F:13][C:11]1[CH:10]=[C:4]([CH:3]=[C:2]([F:1])[CH:12]=1)[C@H:5]([OH:9])[C:6]([NH:15][C@H:16]([C:18]([NH:20][N:21]1[C:27](=[O:28])[CH:26]([CH3:29])[C:25]2[CH:30]=[CH:31][C:32]([F:34])=[CH:33][C:24]=2[C:23]2[CH:35]=[CH:36][CH:37]=[CH:38][C:22]1=2)=[O:19])[CH3:17])=[O:8] |f:1.2,3.4|. Reported procedure: Following General Procedure D and using (S)-3,5-difluoromandelic acid (Example L) and 5-(L-alaninyl)-amino-10-fluoro-7-methyl-5,7-dihydro-6H-dibenz[b,d]azepin-6-one hydrochloride (Example 7-Q), the title compound was prepared. The reaction was monitored by tlc (Rf=0.4, 10% MeOH/CHCl3) and product was purified by chromatography (silica, 2.5% MeOH/CHCl3). Reactants: COCOc1c(Br)cc(C)cc1C(C)(C)C, C1CCOC1, I, [Mg]. The product is [Br-], COCOc1c([Mg+])cc(C)cc1C(C)(C)C. RXN SMILES: [Br:1][c:2]1[c:3]([O:13][CH2:14][O:15][CH3:16])[c:4]([C:9]([CH3:10])([CH3:11])[CH3:12])[cH:5][c:6]([CH3:8])[cH:7]1.[CH2:19]1[O:20][CH2:21][CH2:22][CH2:23]1.[I:18].[Mg:17]>>[Br-:1].[c:2]1([Mg+:17])[c:3]([O:13][CH2:14][O:15][CH3:16])[c:4]([C:9]([CH3:10])([CH3:11])[CH3:12])[cH:5][c:6]([CH3:8])[cH:7]1. The reactants are C(=O)(O)CON=C(C(=O)O)C1=NSC(=N1)N (2-carboxymethoxyimino-2-(5-amino-1,2,4-thiadiazol-3-yl)acetic acid), CS(=O)(=O)Cl (methanesulfonyl chloride), Cl (hydrochloric acid), C(O)([O-])=O.[K+] (potassium hydrogen carbonate). Run in CN(C(C)=O)C (N,N-dimethylacetamide), O (water), C(C)(=O)OCC (ethyl acetate). The product is CS(=O)(=O)OC(C(C1=NSC(=N1)N)=NOCC(=O)O)=O (2 -carboxymethoxyimino-2-(5-amino-1,2,4-thiadiazol-3-yl)acetic methanesulfonic anhydride). Yield: 47.2%. RXN SMILES: [C:1]([CH2:4][O:5][N:6]=[C:7]([C:11]1[N:15]=[C:14]([NH2:16])[S:13][N:12]=1)[C:8]([OH:10])=[O:9])([OH:3])=[O:2].[CH3:17][S:18](Cl)(=[O:20])=[O:19].C(=O)([O-])O.[K+].Cl>CN(C)C(=O)C.O.C(OCC)(=O)C>[CH3:17][S:18]([O:9][C:8](=[O:10])[C:7](=[N:6][O:5][CH2:4][C:1]([OH:3])=[O:2])[C:11]1[N:15]=[C:14]([NH2:16])[S:13][N:12]=1)(=[O:20])=[O:19] |f:2.3|. Procedure details: To a solution of 2-carboxymethoxyimino-2-(5-amino-1,2,4-thiadiazol-3-yl)acetic acid (syn isomer) (45.0 g) in N,N-dimethylacetamide (432 ml) was added methanesulfonyl chloride (29.8 g) under stirring and cooling in an ice bath. The mixture was stirred for 25 minutes at 4° to 6° C. and finely powdered potassium hydrogen carbonate (48.4 g) was added thereto. The reaction mixture was stirred for 2.5 hours at 4° to 6° C. and then poured into a cold mixture of ethyl acetate (1.2 l), 1N hydrochloric ac... Reactants: ClC1=CC(=C(C=C1OC(C)C)N1C(NC(=CC1=O)C(F)(F)F)=O)F (3-(4-chloro-2-fluoro-5-isopropoxyphenyl)-6-trifluoromethyl-2,4(1H,3H)-pyrimidinedione), P(=O)(Cl)(Cl)Cl (phosphorus oxychloride). Solvent: N1=CC=CC=C1 (pyridine). Product: ClC=1N(C(C=C(N1)C(F)(F)F)=O)C1=C(C=C(C(=C1)OC(C)C)Cl)F (2-chloro-1-(4-chloro-2-fluoro-5-isopropoxyphenyl)-4-trifluoromethyl-6(1H)-pyrimidinone). RXN SMILES: [Cl:1][C:2]1[C:7]([O:8][CH:9]([CH3:11])[CH3:10])=[CH:6][C:5]([N:12]2[C:17](=[O:18])[CH:16]=[C:15]([C:19]([F:22])([F:21])[F:20])[NH:14][C:13]2=O)=[C:4]([F:24])[CH:3]=1.P(Cl)(Cl)([Cl:27])=O>N1C=CC=CC=1>[Cl:27][C:13]1[N:12]([C:5]2[CH:6]=[C:7]([O:8][CH:9]([CH3:11])[CH3:10])[C:2]([Cl:1])=[CH:3][C:4]=2[F:24])[C:17](=[O:18])[CH:16]=[C:15]([C:19]([F:22])([F:21])[F:20])[N:14]=1. Procedure: using 3-(4-chloro-2-fluoro-5-isopropoxyphenyl)-6-trifluoromethyl-2,4(1H,3H)-pyrimidinedione with phosphorus oxychloride and pyridine within 20 minutes at 30°-35° C. and thereafter for 1 hour at 70° C. there is obtained 2-chloro-1-(4-chloro-2-fluoro-5-isopropoxyphenyl)-4-trifluoromethyl-6(1H)-pyrimidinone, m.p. 101°-103° C.; Starting materials: C(C)[Si](CC)(CC)C#C[C@]1([C@H]([C@H](C(OC(C)=O)O1)OC(C)=O)OCC1=CC=CC=C1)COCC1=CC=CC=C1 (4-C-triethylsilylethynyl-1, 2-di-O-acetyl-3,5-di-O-benzyl-D-ribo-pentofuranose), N1=CN=C2N=CNC2=C1N (adenine), C/C(=N\[Si](C)(C)C)/O[Si](C)(C)C (N,O-bis(trimethylsilyl)acetamide), FC(S(=O)(=O)O[Si](C)(C)C)(F)F (trimethylsilyl trifluoromethanesulfonate), C(O)([O-])=O.[Na+] (sodium hydrogencarbonate). The solvent is ClCCCl (1,2-dichloroethane). The product is C(C)(=O)O[C@H]1[C@@H](O[C@@]([C@H]1OCC1=CC=CC=C1)(COCC1=CC=CC=C1)C#C[Si](CC)(CC)CC)N1C=NC=2C(N)=NC=NC12 (2′-O-acetyl-3′,5′-di-O-benzyl-4′-C-triethylsilylethynyl adenosine). As a reaction SMILES: [CH2:1]([Si:3]([C:8]#[C:9][C@:10]1([CH2:31][O:32][CH2:33][C:34]2[CH:39]=[CH:38][CH:37]=[CH:36][CH:35]=2)[O:18][CH:13](OC(=O)C)[C@H:12]([O:19][C:20](=[O:22])[CH3:21])[C@@H:11]1[O:23][CH2:24][C:25]1[CH:30]=[CH:29][CH:28]=[CH:27][CH:26]=1)([CH2:6][CH3:7])[CH2:4][CH3:5])[CH3:2].[N:40]1[C:48]([NH2:49])=[C:47]2[C:43]([N:44]=[CH:45][NH:46]2)=[N:42][CH:41]=1.C/C(/O[Si](C)(C)C)=N\[Si](C)(C)C.FC(F)(F)S(O[Si](C)(C)C)(=O)=O.C(=O)([O-])O.[Na+]>ClCCCl>[C:20]([O:19][C@@H:12]1[C@H:11]([O:23][CH2:24][C:25]2[CH:26]=[CH:27][CH:28]=[CH:29][CH:30]=2)[C@@:10]([C:9]#[C:8][Si:3]([CH2:6][CH3:7])([CH2:4][CH3:5])[CH2:1][CH3:2])([CH2:31][O:32][CH2:33][C:34]2[CH:39]=[CH:38][CH:37]=[CH:36][CH:35]=2)[O:18][C@H:13]1[N:44]1[C:43]2[N:42]=[CH:41][N:40]=[C:48]([NH2:49])[C:47]=2[N:46]=[CH:45]1)(=[O:22])[CH3:21] |f:4.5|. Procedure details: To a solution of Compound 6 (1.1 g, 2 mmol) in 1,2-dichloroethane (16.5 ml), adenine (0.405 g, 3 mmol) and N,O-bis(trimethylsilyl)acetamide (2.7 ml, 11 mmol) were added, followed by refluxing for 1.5 hours. After the mixture was allowed to cool to room temperature, trimethylsilyl trifluoromethanesulfonate (0.77 ml, 4 mmol) was added dropwise to the mixture under stirring at 0° C. in an argon atmosphere. The mixture was stirred for 15 minutes at room temperature, refluxed for 24 hours, and allowe... Reactants: C(Cl)Cl (CH2Cl2), COCCC(C=CC(=O)OCC)CCOC (Ethyl 6-methoxy-4-(2-methoxyethyl)-hex-2-enoate), CC1=CC=C(C=C1)S(=O)(=O)C[N+]#[C-] (TosMIC), [H-].[Na+] (NaH). Solvent: [Cl-].[Na+].O (Brine), CS(=O)C.CCOCC (DMSO Et2O), CCOCC (Et2O). Conditions: time 3 hour. Product: C(C)OC(=O)C1=CNC=C1C(CCOC)CCOC (3-(Ethoxycarbonyl)-4-(1,5-dimethoxypent-3-yl)pyrrole). Isolated yield 73.9%. Reaction SMILES: [CH3:1][O:2][CH2:3][CH2:4][CH:5]([CH2:13][CH2:14][O:15][CH3:16])[CH:6]=[CH:7][C:8]([O:10][CH2:11][CH3:12])=[O:9].CC1C=CC(S([CH2:27][N+:28]#[C-:29])(=O)=O)=CC=1.[H-].[Na+].C(Cl)Cl>CS(C)=O.CCOCC.CCOCC.[Cl-].[Na+].O>[CH2:11]([O:10][C:8]([C:7]1[C:6]([CH:5]([CH2:13][CH2:14][O:15][CH3:16])[CH2:4][CH2:3][O:2][CH3:1])=[CH:29][NH:28][CH:27]=1)=[O:9])[CH3:12] |f:2.3,5.6,8.9.10|. Reported procedure: A solution of 24 (3.00 g, 13.03 mmol) and TosMIC (2.54 g, 13.02 mmol) in DMSO/Et2O (1:2, 25 mL) was added via cannula to a vigorously stirred suspension of NaH (649 mg, 27.04 mmol) in Et2O (11.3 mL) under argon. Stirring was continued for 3 h. Brine and CH2Cl2 were added in small portions. The aqueous layer was extracted with CH2Cl2. The organic extract was washed with brine. The solvent was removed at reduced pressure. The oily residue was chromatographed [silica, CH2Cl2/ethyl acetate (9:1)] to...